This data is from the Open Reaction Database (ORD), a public repository of structured organic reaction records. The task is: describe an organic reaction: reactants, conditions, products, and yield Reactants: CS(C)=O, OCCCCCCCl, CC(Cc1ccc(O)cc1)NCC(O)COc1ccccc1. The product is CC(Cc1ccc(OCCCCCCO)cc1)NCC(O)COc1ccccc1. Reaction SMILES: [CH3:31][S:32]([CH3:33])=[O:34].[Cl:1][CH2:2][CH2:3][CH2:4][CH2:5][CH2:6][CH2:7][OH:8].[OH:9][CH:10]([CH2:11][NH:12][CH:13]([CH2:14][c:15]1[cH:16][cH:17][c:18]([OH:21])[cH:19][cH:20]1)[CH3:22])[CH2:23][O:24][c:25]1[cH:26][cH:27][cH:28][cH:29][cH:30]1>>[CH2:2]([CH2:3][CH2:4][CH2:5][CH2:6][CH2:7][OH:8])[O:21][c:18]1[cH:17][cH:16][c:15]([CH2:14][CH:13]([NH:12][CH2:11][CH:10]([OH:9])[CH2:23][O:24][c:25]2[cH:26][cH:27][cH:28][cH:29][cH:30]2)[CH3:22])[cH:20][cH:19]1. Starting materials: [OH-].[Na+] (sodium hydroxide), C(CC(O)(C(=O)O)CC(=O)O)(=O)O (citric acid), COCCOCCOC (POLY-SOLV), glycol ether, [OH-].[Na+] (sodium hydroxide), [OH-].[Na+] (sodium hydroxide), C(CC(O)(C(=O)O)CC(=O)O)(=O)O (citric acid). Solvent: O (water), O (water). The product is C(CC(O)(C(=O)[O-])CC(=O)[O-])(=O)[O-].[Na+].[Na+].[Na+] (sodium citrate). RXN SMILES: [OH-].[Na+:2].[C:3]([OH:15])(=[O:14])[CH2:4][C:5]([CH2:10][C:11]([OH:13])=[O:12])([C:7]([OH:9])=[O:8])[OH:6].COCCOCCOC>O>[C:3]([O-:15])(=[O:14])[CH2:4][C:5]([CH2:10][C:11]([O-:13])=[O:12])([C:7]([O-:9])=[O:8])[OH:6].[Na+:2].[Na+:2].[Na+:2] |f:0.1,5.6.7.8|. Reported procedure: An aqueous solution of sodium citrate was prepared by adding 38.8 gms. of sodium hydroxide to 620 gms. of water with stirring. When the sodium hydroxide dissolved, 880 gms. of anhydrous citric acid were added as stirring was continued. When the citric acid dissolved, 60 gms. of POLY-TERGENT SL-62 surfactant, 90 gms. of POLY-TERGENT SL-42 surfactant and 80 gms. of POLY-SOLV DPM glycol ether were added. An additional amount of 300 gms. of water containing 38.8 gm. sodium hydroxide was added. Stirr... Starting materials: ClCCl, C#CC1(Oc2ccccc2[N+](=O)[O-])CCN(C)CC1, Cl, O, O=C(Cl)Oc1ccccc1. Product: C#CC1(Oc2ccccc2[N+](=O)[O-])CCN(C(=O)Oc2ccccc2)CC1. As a reaction SMILES: [CH2:32]([Cl:33])[Cl:34].[CH3:1][N:2]1[CH2:3][CH2:4][C:5]([O:8][c:9]2[c:10]([N+:15](=[O:16])[O-:17])[cH:11][cH:12][cH:13][cH:14]2)([C:18]#[CH:19])[CH2:6][CH2:7]1.[ClH:20].[OH2:31].[c:21]1([O:27][C:28](=[O:29])[Cl:30])[cH:22][cH:23][cH:24][cH:25][cH:26]1>>[N:2]1([C:28]([O:27][c:21]2[cH:22][cH:23][cH:24][cH:25][cH:26]2)=[O:29])[CH2:3][CH2:4][C:5]([O:8][c:9]2[c:10]([N+:15](=[O:16])[O-:17])[cH:11][cH:12][cH:13][cH:14]2)([C:18]#[CH:19])[CH2:6][CH2:7]1. Run at time 24 hour. Isolated yield 69.7%. Reaction SMILES: CC(OC(/N=N/C(OC(C)(C)C)=O)=O)(C)C.[Cl:17][C:18]1[CH:19]=[C:20]([CH:35]=[CH:36][C:37]=1[F:38])[NH:21][C:22]1[C:31]2[C:30]([OH:32])=[CH:29][C:28]([O:33][CH3:34])=[CH:27][C:26]=2[N:25]=[CH:24][N:23]=1.[Si:39]([O:46][C@H:47]1[CH2:51][N:50]([C:52]([O:54][C:55]([CH3:58])([CH3:57])[CH3:56])=[O:53])[C@H:49]([CH2:59]O)[CH2:48]1)([C:42]([CH3:45])([CH3:44])[CH3:43])([CH3:41])[CH3:40].C1(P(C2C=CC=CC=2)C2C=CC=CC=2)C=CC=CC=1>C(Cl)Cl>[Si:39]([O:46][C@H:47]1[CH2:51][N:50]([C:52]([O:54][C:55]([CH3:58])([CH3:57])[CH3:56])=[O:53])[C@H:49]([CH2:59][O:32][C:30]2[CH:29]=[C:28]([O:33][CH3:34])[CH:27]=[C:26]3[C:31]=2[C:22]([NH:21][C:20]2[CH:35]=[CH:36][C:37]([F:38])=[C:18]([Cl:17])[CH:19]=2)=[N:23][CH:24]=[N:25]3)[CH2:48]1)([C:42]([CH3:45])([CH3:44])[CH3:43])([CH3:41])[CH3:40]. Reactants: CC(C)(C)OC(=O)/N=N/C(=O)OC(C)(C)C (Di-tert-butylazodicarboxylate), ClC=1C=C(NC2=NC=NC=3C=C(C=C(C23)O)OC)C=CC1F (4-[3-chloro-4-fluoroanilino]-7-methoxyquinazolin-5-ol), [Si](C)(C)(C(C)(C)C)O[C@@H]1C[C@H](N(C1)C(=O)OC(C)(C)C)CO (tert-butyl (2S,4R)-4-{[tert-butyl(dimethyl)silyl]oxy}-2-(hydroxymethyl)-pyrrolidine-1-carboxylate), C1(=CC=CC=C1)P(C1=CC=CC=C1)C1=CC=CC=C1 (triphenylphosphine). The product is [Si](C)(C)(C(C)(C)C)O[C@@H]1C[C@H](N(C1)C(=O)OC(C)(C)C)COC1=C2C(=NC=NC2=CC(=C1)OC)NC1=CC(=C(C=C1)F)Cl (tert-butyl (2S,4R)-4-{[tert-butyl(dimethyl)silyl]-oxy}-2-[({4-[3-chloro-4-fluoroanilino]-7-methoxyquinazolin-5-yl}oxy)methyl]-pyrrolidine-1-carboxylate). Solvent: C(Cl)Cl (DCM). Procedure details: Di-tert-butylazodicarboxylate (DTAD, 692 mg) was added in one portion to a mixture of 4-[3-chloro-4-fluoroanilino]-7-methoxyquinazolin-5-ol (640 mg), tert-butyl (2S,4R)-4-{[tert-butyl(dimethyl)silyl]oxy}-2-(hydroxymethyl)-pyrrolidine-1-carboxylate (830 mg), and triphenylphosphine (788 mg) in DCM (50 ml) at room temperature, under an atmosphere of nitrogen. The reaction mixture was stirred at room temperature for 24 hours and then concentrated in vacuo to leave a brown oil. Purification by column...